Dataset: the Open Reaction Database (ORD), a public repository of structured organic reaction records. Task: describe an organic reaction: reactants, conditions, products, and yield Reactants: C(C)(C)[N-]C(C)C.[Li+] (lithium diisopropylamide), S1C=CC=2C(NC=CC21)=O (thieno[3,2-c]pyridin-4(5H)-one), O.O.O.C(C)(=O)[O-].[Na+] (sodium acetate trihydrate), NOS(=O)(=O)O (hydroxylamine-O-sulfonic acid). The solvent is C1CCOC1 (THF), O1CCCC1 (tetrahydrofuran). Run at temperature -70 celsius, time 1 hour. The product is S(N)(=O)(=O)C1=CC=2C(NC=CC2S1)=O (2-Sulfamoylthieno[3,2-c]pyridin-4(5H)-one). The yield is 59.0%. Reaction SMILES: [S:1]1[C:9]2[CH:8]=[CH:7][NH:6][C:5](=[O:10])[C:4]=2[CH:3]=[CH:2]1.C([N-:14]C(C)C)(C)C.[Li+].O.O.O.C([O-])(=O)C.[Na+].N[O:28][S:29]([OH:32])(=O)=O>O1CCCC1>[S:29]([C:2]1[S:1][C:9]2[CH:8]=[CH:7][NH:6][C:5](=[O:10])[C:4]=2[CH:3]=1)(=[O:32])(=[O:28])[NH2:14] |f:1.2,3.4.5.6.7|. Reported procedure: To a suspension of thieno[3,2-c]pyridin-4(5H)-one (1.51 g, 10 mmol) in distilled tetrahydrofuran (20 ml), cooled to -70° C. and under a nitrogen atmosphere, was added dropwise 0.7 M lithium diisopropylamide in THF (36 ml, 25 mmol). After one hour, sulfur dioxide gas was bubbled over the surface of this suspension and the reaction was allowed to gradually warm to room temperature. The mixture was diluted with diethyl ether and the precipitated lithium sulfinate intermediate was collected (3.6 g)....